From a dataset of the Open Reaction Database (ORD), a public repository of structured organic reaction records. describe an organic reaction: reactants, conditions, products, and yield Reactants: CC(=O)O, CN(Cc1nccs1)c1nc(Cl)nc(NNC(=O)C(CC2CCCC2)CN(C=O)OC2CCCCO2)c1F, O. The product is CN(Cc1nccs1)c1nc(Cl)nc(NNC(=O)C(CC2CCCC2)CN(O)C=O)c1F. Reaction SMILES: [CH3:39][C:40](=[O:41])[OH:42].[Cl:1][c:2]1[n:3][c:4]([N:31]([CH2:32][c:33]2[s:34][cH:35][cH:36][n:37]2)[CH3:38])[c:5]([F:30])[c:6]([NH:8][NH:9][C:10]([CH:11]([CH2:12][N:13]([CH:14]=[O:15])[O:16][CH:17]2[CH2:18][CH2:19][CH2:20][CH2:21][O:22]2)[CH2:23][CH:24]2[CH2:25][CH2:26][CH2:27][CH2:28]2)=[O:29])[n:7]1.[OH2:43]>>[Cl:1][c:2]1[n:3][c:4]([N:31]([CH2:32][c:33]2[s:34][cH:35][cH:36][n:37]2)[CH3:38])[c:5]([F:30])[c:6]([NH:8][NH:9][C:10]([CH:11]([CH2:12][N:13]([CH:14]=[O:15])[OH:16])[CH2:23][CH:24]2[CH2:25][CH2:26][CH2:27][CH2:28]2)=[O:29])[n:7]1. Reactants: C#CCO, C=O, C1COCCN1, [Cu+2], [I-], [K+], O=S(=O)([O-])[O-], O=S(=O)(O)O. Product: OCC#CCN1CCOCC1. As a reaction SMILES: [CH2:14]([C:15]#[CH:16])[OH:17].[CH2:1]=[O:2].[CH2:3]1[CH2:4][O:5][CH2:6][CH2:7][NH:8]1.[Cu+2:20].[I-:19].[K+:18].[O-:21][S:22](=[O:23])(=[O:24])[O-:25].[S:9](=[O:10])(=[O:11])([OH:12])[OH:13]>>[CH2:1]([N:8]1[CH2:3][CH2:4][O:5][CH2:6][CH2:7]1)[C:16]#[C:15][CH2:14][OH:17]. Reactants: O[C@@]1([C@]2(C)[C@@H](CC1)[C@@H]1C=CC3=CC(CC[C@]3(C=O)[C@H]1CC2)=O)C#CC (17β-hydroxy-17α-propinyl-4,6-androstadiene-3,19-dione), C[C@@]12C(CC[C@H]1[C@@H]1C=CC3=CC(CC[C@]3(C=O)[C@H]1CC2)=O)=O (4,6-androstadiene-3,17,19-trione), CC1=C2C=C[C@H]3[C@@H]4CCC([C@@]4(C)CC[C@@H]3[C@]2(CCC1=O)C=O)=O (4-methyl-4,6-androstadiene-3,17,19-trione), O[C@@]1([C@]2(C)[C@@H](CC1)[C@@H]1C=CC3=CC(CC[C@]3(C=O)[C@H]1CC2)=O)C (17β-hydroxy-17α-methyl-4,6-androstadiene-3,19-dione). Product: CC1=C2C[C@H]([C@H]3[C@@H]4CC[C@@H]([C@@]4(C)CC[C@@]3([C@]2(CC[C@@H]1O)C)O)O)C (4,7α-dimethyl-4-androstene-3β,17β,9-triol), 7α-methyl-17α-propinyl-4-androstene-3β,17β,19-triol. RXN SMILES: [CH3:1][C:2]1[C:19](=[O:20])[CH2:18][CH2:17][C@@:16]2(C=O)[C:3]=1[CH:4]=[CH:5][C@@H:6]1[C@@H:15]2CC[C@@]2(C)[C@H]1CCC2=O.O[C@@]1(C)CC[C@H]2[C@H]3[C@H](CC[C@]12C)[C@]1(C=O)C(=CC(=O)CC1)C=C3.O[C@@]1(C#CC)CC[C@H]2[C@H]3[C@H:65](CC[C@]12C)[C@:62]1([CH:63]=[O:64])[C:57](=[CH:58][C:59](=[O:68])[CH2:60][CH2:61]1)[CH:56]=[CH:55]3.C[C@]12CC[C@H]3[C@@H](C=CC4[C@]3(C=O)CCC(=O)C=4)[C@@H]1CCC2=O>>[CH3:1][C:2]1[C@@H:19]([OH:20])[CH2:18][CH2:17][C@@:16]2([CH3:15])[C:3]=1[CH2:4][C@@H:5]([CH3:6])[C@@H:58]1[C@:59]2([OH:68])[CH2:60][CH2:61][C@@:62]2([CH3:65])[C@H:57]1[CH2:56][CH2:55][C@@H:63]2[OH:64]. Procedure details: Substituting 4-methyl-4,6-androstadiene-3,17,19-trione, 17β-hydroxy-17α-methyl-4,6-androstadiene-3,19-dione and 17β-hydroxy-17α-propinyl-4,6-androstadiene-3,19-dione for the 4,6-androstadiene-3,17,19-trione above results in the formation of 4,7α-dimethyl-4-androstene-3β,17β,9-triol, 7α,17α-dimethyl-4-androstene-3β,17β,19-triol and 7α-methyl-17α-propinyl-4-androstene-3β,17β,19-triol, respectively. Starting materials: N[C@@H](CCC(=O)O)C(=O)O (L-glutamic acid), ClC=1C=CC2=C([C@H](CNCC2)C)C1 ((R)-8-chloro-1-methyl-2,3,4,5-tetrahydro-1H-3-benzazepine), N[C@@H](CCC(=O)O)C(=O)O (L-glutamic acid), ClC=1C=CC2=C([C@H](CNCC2)C)C1 ((R)-8-chloro-1-methyl-2,3,4,5-tetrahydro-1H-3-benzazepine). The solvent is CCO.O (EtOH H2O), C(C)(=O)OC(C)C (isopropyl acetate), C(C)(=O)OC(C)C (isopropyl acetate), O (H2O). Yields the product N[C@@H](CCC(=O)O)C(=O)O.ClC=1C=CC2=C([C@H](CNCC2)C)C1 ((R)-8-Chloro-1-methyl-2,3,4,5-tetrahydro-1H-3-benzazepine L-glutamate salt). Reaction SMILES: [NH2:1][C@H:2]([C:8]([OH:10])=[O:9])[CH2:3][CH2:4][C:5]([OH:7])=[O:6].[Cl:11][C:12]1[CH:13]=[CH:14][C:15]2[CH2:21][CH2:20][NH:19][CH2:18][C@H:17]([CH3:22])[C:16]=2[CH:23]=1>CCO.O.C(OC(C)C)(=O)C.O>[NH2:1][C@H:2]([C:8]([OH:10])=[O:9])[CH2:3][CH2:4][C:5]([OH:7])=[O:6].[Cl:11][C:12]1[CH:13]=[CH:14][C:15]2[CH2:21][CH2:20][NH:19][CH2:18][C@H:17]([CH3:22])[C:16]=2[CH:23]=1 |f:2.3,6.7|. Procedure details: (R)-8-Chloro-1-methyl-2,3,4,5-tetrahydro-1H-3-benzazepine L-glutamate salt was prepared by addition of L-glutamic acid (0.5-1 eq.) in hot EtOH/H2O (˜2:1) to a solution of (R)-8-chloro-1-methyl-2,3,4,5-tetrahydro-1H-3-benzazepine in isopropyl acetate, followed by evaporation of the solvent overnight to produce a solid. The solid was slurried in isopropyl acetate and then isolated by filtration. Alternatively, (R)-8-Chloro-1-methyl-2,3,4,5-tetrahydro-1H-3-benzazepine L-glutamate salt was prepared ... Reactants: solution, C[Si](C)(C)[N-][Si](C)(C)C.[Na+] (sodium bis(trimethylsilyl)amide), FC1=CC=C(C#N)C=C1 (4-fluorobenzonitrile), BrCC1=CC=C(C#N)C=C1 (4-(bromomethyl)benzonitrile), C1(=CC=C(C=C1)C#N)C (4-tolunitrile), N1N=C(N=C1)[Na] (1,2,4-triazolylsodium). The solvent is C1CCOC1 (THF), CN(C=O)C (dimethylformamide). Conditions: temperature 0 celsius, time 1 hour. The product is C1=CC(=CC=C1C#N)C(C=2C=CC(=CC2)C#N)N3C=NC=N3 (letrozole). Reaction SMILES: [NH:1]1[CH:5]=[N:4][C:3]([Na])=[N:2]1.Br[CH2:8][C:9]1[CH:16]=[CH:15][C:12]([C:13]#[N:14])=[CH:11][CH:10]=1.[C:17]1(C)[CH:22]=[CH:21][C:20]([C:23]#[N:24])=[CH:19][CH:18]=1.FC1C=CC(C#N)=CC=1.C[Si]([N-][Si](C)(C)C)(C)C.[Na+]>C1COCC1.CN(C)C=O>[CH:11]1[C:12]([C:13]#[N:14])=[CH:15][CH:16]=[C:9]([CH:8]([N:2]2[N:1]=[CH:5][N:4]=[CH:3]2)[C:17]2[CH:18]=[CH:19][C:20]([C:23]#[N:24])=[CH:21][CH:22]=2)[CH:10]=1 |f:4.5|. Procedure details: A glass reactor was charged with 24.3 grams of 1,2,4-triazolylsodium and 500 grams of dimethylformamide. At a temperature between −10° C. and 0° C., 50 grams of 4-(bromomethyl)benzonitrile (53.2 grams with a purity of about 94 percent by weight, containing about 6 percent by weight of 4-tolunitrile) were added in portions. After stirring at 0° C. for 1 hour, 30.9 grams of 4-fluorobenzonitrile were added, and, while maintaining a temperature of −5° C. to −10° C., 245 grams of a 40 percent solutio... The reactants are NC=1N(N=C2C1C(NC=1C=C(C=CC21)N)=O)C2=CC=CC=C2 (3,7-diamino-2-phenyl-2,5-dihydro-4H-pyrazolo[4,3-c]quinolin-4-one), C(C)(=O)O[BH-](OC(C)=O)OC(C)=O.[Na+] (sodium triacetoxyborohydride), CN1CCNCC1 (1-methylpiperazine), N12CCCCCC2=NCCC1 (1,8-diazabicyclo[5.4.0]undec-7-ene), C(=O)C=C (acrolein), C(O)([O-])=O.[Na+] (sodium hydrogen carbonate). The solvent is O1CCCC1 (tetrahydrofuran), [Cl-].[Na+].O (brine). Reaction conditions: temperature -20 celsius, time 1 hour. The product is NC=1N(N=C2C1C(NC=1C=C(C=CC21)NCCCN2CCN(CC2)C)=O)C2=CC=CC=C2 (3-amino-7-{[3-(4-methyl-1-piperazinyl)propyl]amino}-2-phenyl-2,5-dihydro-4H-pyrazolo[4, 3-c]quinolin-4-one). Reaction SMILES: [CH3:1][N:2]1CCNCC1.[N:8]12[CH2:18][CH2:17][CH2:16]N=[C:14]1[CH2:13]CC[CH2:10][CH2:9]2.C(C=C)=O.[NH2:23][C:24]1[N:25]([C:39]2[CH:44]=[CH:43][CH:42]=[CH:41][CH:40]=2)[N:26]=[C:27]2[C:36]3[CH:35]=[CH:34][C:33]([NH2:37])=[CH:32][C:31]=3[NH:30][C:29](=[O:38])[C:28]=12.C(O[BH-](OC(=O)C)OC(=O)C)(=O)C.[Na+].C(=O)([O-])O.[Na+]>[Cl-].[Na+].O.O1CCCC1>[NH2:23][C:24]1[N:25]([C:39]2[CH:44]=[CH:43][CH:42]=[CH:41][CH:40]=2)[N:26]=[C:27]2[C:36]3[CH:35]=[CH:34][C:33]([NH:37][CH2:16][CH2:17][CH2:18][N:8]4[CH2:9][CH2:10][N:2]([CH3:1])[CH2:13][CH2:14]4)=[CH:32][C:31]=3[NH:30][C:29](=[O:38])[C:28]=12 |f:4.5,6.7,8.9.10|. Procedure: A mixture of 1-methylpiperazine (86 μl), 1,8-diazabicyclo[5.4.0]undec-7-ene (0.8 μl) and tetrahydrofuran (6 ml), was cooled to −20° C., acrolein (51.7 μl) was added thereto, and was stirred for 1 hour from −20° C. to −10° C. To the reaction mixture was added 3,7-diamino-2-phenyl-2,5-dihydro-4H-pyrazolo[4,3-c]quinolin-4-one (100 mg), stirred at 0° C. for 30 minutes, sodium triacetoxyborohydride (268 mg) was added thereto, and stirred at room temperature for 3 hours. The reaction mixture was basif... Starting materials: OC=1C(=NC=C(C(=O)OC)C1)[N+](=O)[O-] (methyl 5-hydroxy-6-nitronicotinate), FC1=C(C=CC=C1)CO ((2-fluorophenyl)methanol), C(CCC)P(CCCC)CCCC (tributylphosphine), N(=NC(=O)OCC)C(=O)OCC (diethyl azodicarboxylate). Solvent: C(C)(=O)OCC (ethyl acetate), O (water), C1CCOC1 (THF). As a reaction SMILES: [OH:1][C:2]1[C:3]([N+:12]([O-:14])=[O:13])=[N:4][CH:5]=[C:6]([CH:11]=1)[C:7]([O:9][CH3:10])=[O:8].[F:15][C:16]1[CH:21]=[CH:20][CH:19]=[CH:18][C:17]=1[CH2:22]O.C(P(CCCC)CCCC)CCC.N(C(OCC)=O)=NC(OCC)=O>C1COCC1.C(OCC)(=O)C.O>[F:15][C:16]1[CH:21]=[CH:20][CH:19]=[CH:18][C:17]=1[CH2:22][O:1][C:2]1[C:3]([N+:12]([O-:14])=[O:13])=[N:4][CH:5]=[C:6]([CH:11]=1)[C:7]([O:9][CH3:10])=[O:8]. Run at time 1 hour. The product is FC1=C(COC=2C(=NC=C(C(=O)OC)C2)[N+](=O)[O-])C=CC=C1 (methyl 5-[(2-fluorobenzyl)oxy]-6-nitronicotinate). Procedure details: To a solution of 2 g of methyl 5-hydroxy-6-nitronicotinate, 1.62 ml of (2-fluorophenyl)methanol, and 3.99 ml of tributylphosphine in 40 ml of THF was added 2.54 ml of diethyl azodicarboxylate under ice-cooling, followed by stirring for 1 hour under ice-cooling and at room temperature for 2 hours. To the reaction mixture were added water and ethyl acetate to carry out a layer separation operation. The organic layer was washed with saturated brine and dried over anhydrous magnesium sulfate, and th...